From a dataset of the Open Reaction Database (ORD), a public repository of structured organic reaction records. describe an organic reaction: reactants, conditions, products, and yield The solvent is C(C)O (ethanol). Yields the product N1=C(C=CC2=CC=C3C=CC=NC3=C12)C1=CC2=CC(=CC=C2C=C1)C1=NC2=C3N=CC=CC3=CC=C2C=C1 (2,7-di(1,10-phenanthroline-2-yl)naphthalene). The reactants are C(C)(=O)C1=CC2=CC(=CC=C2C=C1)C(C)=O (2,7-diacetylnaphthalene), NC=1C(=CC=C2C=CC=NC12)C=O (8-amino-7-quinoline carboaldehyde), [OH-].[K+] (potassium hydroxide). RXN SMILES: [C:1]([C:4]1[CH:13]=[CH:12][C:11]2[C:6](=[CH:7][C:8]([C:14](=O)[CH3:15])=[CH:9][CH:10]=2)[CH:5]=1)(=O)[CH3:2].[NH2:17][C:18]1[C:19]([CH:28]=O)=[CH:20][CH:21]=[C:22]2[C:27]=1[N:26]=[CH:25][CH:24]=[CH:23]2.[OH-].[K+]>C(O)C>[N:17]1[C:18]2[C:19](=[CH:20][CH:21]=[C:22]3[C:27]=2[N:26]=[CH:25][CH:24]=[CH:23]3)[CH:28]=[CH:2][C:1]=1[C:4]1[CH:13]=[CH:12][C:11]2[C:6](=[CH:7][C:8]([C:14]3[CH:15]=[CH:28][C:19]4[C:18](=[C:27]5[C:22](=[CH:21][CH:20]=4)[CH:23]=[CH:24][CH:25]=[N:26]5)[N:17]=3)=[CH:9][CH:10]=2)[CH:5]=1 |f:2.3|. Yield: 42.1%. Procedure: 54.0 g of 2,7-dihydroxynaphthalene was dissolved in a mixture of 680 ml of dichloromethane and 136 ml of pyridine, and to this, 228 g of trifluoromethanesulfonic anhydride (produced by TOKYO CHEMICAL INDUSTRY CO., LTD.) was added dropwise at 0° C. After the resulting mixture was reacted at 5° C. for 2 hours and then at room temperature for one day, a reactant was treated by a normal method to obtain 143 g of 2,7-bis(trifluoromethane sulfonyloxy)naphthalene. 143 g of this 2,7-bis(trifluoromethane... Reactants: Cc1cc(N2CCOCC2)cc(C)c1-c1nc2ccc(C(=O)O)cc2[nH]1, CCN=C=NCCCN(C)C, NNC(=O)c1ccc(Cl)cc1, CN(C)C=O, O, On1nnc2ccccc21. The product is Cc1cc(N2CCOCC2)cc(C)c1-c1nc2ccc(C(=O)NNC(=O)c3ccc(Cl)cc3)cc2[nH]1. As a reaction SMILES: [CH3:1][c:2]1[c:3](-[c:15]2[nH:16][c:17]3[c:18]([n:19]2)[cH:20][cH:21][c:22]([C:24](=[O:25])[OH:26])[cH:23]3)[c:4]([CH3:14])[cH:5][c:6]([N:8]2[CH2:9][CH2:10][O:11][CH2:12][CH2:13]2)[cH:7]1.[CH3:38][CH2:39][N:40]=[C:41]=[N:42][CH2:43][CH2:44][CH2:45][N:46]([CH3:47])[CH3:48].[Cl:27][c:28]1[cH:29][cH:30][c:31]([C:32](=[O:33])[NH:34][NH2:35])[cH:36][cH:37]1.[O:59]=[CH:60][N:61]([CH3:62])[CH3:63].[OH2:64].[OH:49][n:50]1[c:51]2[c:52]([cH:53][cH:54][cH:55][cH:56]2)[n:57][n:58]1>>[CH3:1][c:2]1[c:3](-[c:15]2[nH:16][c:17]3[c:18]([n:19]2)[cH:20][cH:21][c:22]([C:24](=[O:26])[NH:35][NH:34][C:32]([c:31]2[cH:30][cH:29][c:28]([Cl:27])[cH:37][cH:36]2)=[O:33])[cH:23]3)[c:4]([CH3:14])[cH:5][c:6]([N:8]2[CH2:9][CH2:10][O:11][CH2:12][CH2:13]2)[cH:7]1. Reactants: BrC1=CC(=C(C#N)C(=C1)F)F (4-bromo-2,6-difluorobenzonitrile), C(C=C)[Sn](CCCC)(CCCC)CCCC (allyl-tributyl-stannane), [Li+].[Cl-] (LiCl), Pd(PPh)4. Run in C1(=CC=CC=C1)C (toluene). Yields the product C(C=C)C1=CC(=C(C#N)C(=C1)F)F (4-allyl-2,6-difluorobenzonitrile). As a reaction SMILES: Br[C:2]1[CH:9]=[C:8]([F:10])[C:5]([C:6]#[N:7])=[C:4]([F:11])[CH:3]=1.[CH2:12]([Sn](CCCC)(CCCC)CCCC)[CH:13]=[CH2:14].[Li+].[Cl-]>C1(C)C=CC=CC=1>[CH2:14]([C:2]1[CH:9]=[C:8]([F:10])[C:5]([C:6]#[N:7])=[C:4]([F:11])[CH:3]=1)[CH:13]=[CH2:12] |f:2.3|. Reported procedure: A mixture of 4-bromo-2,6-difluorobenzonitrile (2.0 g, 9.2 mmol), allyl-tributyl-stannane (3.65 g, 11.0 mmol), LiCl (1.17 mg, 28 mmol) and Pd(PPh)4 (0.2 g) in 70 mL of anhydrous toluene was refluxed under N2 overnight. Checked the reaction with TLC and concentrated under reduced pressure. The residue was purified by silica gel column chromatography to give the product 4-allyl-2,6-difluorobenzonitrile. MS m/z: 180 (M+1)+. Starting materials: CCOC(C)=O, Cl, C1CCOC1, CC1CCC(=O)N1N=C(c1ccccc1)c1ccccc1. The product is [Cl-], CC1CCC(=O)N1[NH3+]. As a reaction SMILES: [CH3:23][CH2:24][O:25][C:26](=[O:27])[CH3:28].[ClH:1].[O:29]1[CH2:30][CH2:31][CH2:32][CH2:33]1.[c:2]1([C:3]([c:4]2[cH:5][cH:6][cH:7][cH:8][cH:9]2)=[N:15][N:16]2[C:17](=[O:22])[CH2:18][CH2:19][CH:20]2[CH3:21])[cH:10][cH:11][cH:12][cH:13][cH:14]1>>[Cl-:1].[NH3+:15][N:16]1[C:17](=[O:22])[CH2:18][CH2:19][CH:20]1[CH3:21]. Starting materials: CS(=O)(=O)C1=C(C=CC=C1)S(=O)(=O)Cl (2-methylsulfonylbenzenesulfonyl chloride), NC=1C=C2C(=NNC2=CC1C)C1=CC=CC=C1 (5-amino-6-methyl-3-phenyl-1H-indazole). Solvent: N1=CC=CC=C1 (pyridine), O (water). Run at temperature 0 celsius, time 10 minute. The product is CS(=O)(=O)C1=C(C=CC=C1)S(=O)(=O)NC=1C=C2C(=NNC2=CC1C)C1=CC=CC=C1 (2-methylsulfonyl-N-(6-methyl-3-phenyl-1H-indazol-5-yl)benzenesulfonamide). The yield is 34.6%. Reaction SMILES: [CH3:1][S:2]([C:5]1[CH:10]=[CH:9][CH:8]=[CH:7][C:6]=1[S:11](Cl)(=[O:13])=[O:12])(=[O:4])=[O:3].[NH2:15][C:16]1[CH:17]=[C:18]2[C:22](=[CH:23][C:24]=1[CH3:25])[NH:21][N:20]=[C:19]2[C:26]1[CH:31]=[CH:30][CH:29]=[CH:28][CH:27]=1>N1C=CC=CC=1.O>[CH3:1][S:2]([C:5]1[CH:10]=[CH:9][CH:8]=[CH:7][C:6]=1[S:11]([NH:15][C:16]1[CH:17]=[C:18]2[C:22](=[CH:23][C:24]=1[CH3:25])[NH:21][N:20]=[C:19]2[C:26]1[CH:27]=[CH:28][CH:29]=[CH:30][CH:31]=1)(=[O:13])=[O:12])(=[O:4])=[O:3]. Procedure details: 2-Methylsulfonyl-N-(6-methyl-3-phenyl-1H-indazol-5-yl)benzenesulfonamide can be obtained in the following way: 0.45 g of 2-methylsulfonylbenzenesulfonyl chloride is added to a solution, at a temperature in the region of 0° C. and under argon, of 0.4 g of 5-amino-6-methyl-3-phenyl-1H-indazole in 35 ml of pyridine. The reaction mixture is then stirred for 10 minutes at a temperature in the region of 0° C. then 16 hours at a temperature in the region of 20° C., and is then diluted with 50 ml of wat...